From a dataset of the Open Reaction Database (ORD), a public repository of structured organic reaction records. describe an organic reaction: reactants, conditions, products, and yield Product: C(C1=CC=CC=C1)(=O)N([C@H](CC1=CC=CC=C1)C(=O)N[C@@H](CC1=CNC2=CC=CC=C12)C(=O)O)C (N-benzoyl-N-methyl-(D)-phenylalanyl-(L)-tryptophan). As a reaction SMILES: Cl.C[O:3][C:4](=[O:29])[C@H:5]([CH2:19][C:20]1[C:28]2[C:23](=[CH:24][CH:25]=[CH:26][CH:27]=2)[NH:22][CH:21]=1)[NH:6][C:7](=[O:18])[C@@H:8]([CH2:11][C:12]1[CH:17]=[CH:16][CH:15]=[CH:14][CH:13]=1)[NH:9][CH3:10].[C:30]([OH:38])(=O)[C:31]1[CH:36]=[CH:35][CH:34]=[CH:33][CH:32]=1>>[C:30]([N:9]([CH3:10])[C@@H:8]([C:7]([NH:6][C@H:5]([C:4]([OH:29])=[O:3])[CH2:19][C:20]1[C:28]2[C:23](=[CH:24][CH:25]=[CH:26][CH:27]=2)[NH:22][CH:21]=1)=[O:18])[CH2:11][C:12]1[CH:13]=[CH:14][CH:15]=[CH:16][CH:17]=1)(=[O:38])[C:31]1[CH:32]=[CH:33][CH:34]=[CH:35][CH:36]=1 |f:0.1|. Starting materials: Cl.COC([C@@H](NC([C@H](NC)CC1=CC=CC=C1)=O)CC1=CNC2=CC=CC=C12)=O (N-methyl-(D)-phenylalanyl-(L)-tryptophan methyl ester hydrochloride), C(C1=CC=CC=C1)(=O)O (benzoic acid), methyl ester. Procedure details: Coupling of N-methyl-(D)-phenylalanyl-(L)-tryptophan methyl ester hydrochloride (see example 1) with benzoic acid according to example 12 followed by hydrolysis of the methyl ester moiety according to example 1 gives N-benzoyl-N-methyl-(D)-phenylalanyl-(L)-tryptophan; FAB-MS m/e 470 (M+H)+.